This data is from the Open Reaction Database (ORD), a public repository of structured organic reaction records. The task is: describe an organic reaction: reactants, conditions, products, and yield Starting materials: CC1(Cn2cnc([N+](=O)[O-])c2)COC1, CCCC(NC1CCc2cc(F)cc(F)c2C1)C(=O)O. Product: CCCC(NC1CCc2cc(F)cc(F)c2C1)C(=O)Nc1cn(CC2(C)COC2)cn1. Reaction SMILES: [CH3:1][C:2]1([CH2:6][n:7]2[cH:8][n:9][c:10]([N+:12]([O-:13])=[O:14])[cH:11]2)[CH2:3][O:4][CH2:5]1.[F:15][c:16]1[cH:17][c:18]2[c:23]([c:24]([F:26])[cH:25]1)[CH2:22][CH:21]([NH:27][CH:28]([C:29](=[O:30])[OH:31])[CH2:32][CH2:33][CH3:34])[CH2:20][CH2:19]2>>[CH3:1][C:2]1([CH2:6][n:7]2[cH:8][n:9][c:10]([NH:12][C:29]([CH:28]([NH:27][CH:21]3[CH2:20][CH2:19][c:18]4[cH:17][c:16]([F:15])[cH:25][c:24]([F:26])[c:23]4[CH2:22]3)[CH2:32][CH2:33][CH3:34])=[O:30])[cH:11]2)[CH2:3][O:4][CH2:5]1. The reactants are ClC1=NC=CC=C1C(=O)N (2-chloro-3-pyridinecarboxamide), ClC1=NC=CC(=C1C(=O)OCC)C (ethyl 2-chloro-4-methyl-3-pyridinecarboxylate), [NH4+].[Cl-] (NH4Cl). The reagents and catalysts are [N+](CCCC)(CCCC)(CCCC)CCCC.[Br-] (Bu4NBr). Run in N (ammonia). The product is ClC1=NC=CC(=C1C(=O)N)C (2-Chloro-4-methyl-3-pyridinecarboxamide). Yield: 64.0%. As a reaction SMILES: [Cl:1][C:2]1[C:7]([C:8]([NH2:10])=[O:9])=[CH:6][CH:5]=[CH:4][N:3]=1.Cl[C:12]1C(C(OCC)=O)=C(C)C=CN=1.[NH4+].[Cl-]>[N+](CCCC)(CCCC)(CCCC)CCCC.[Br-].N>[Cl:1][C:2]1[C:7]([C:8]([NH2:10])=[O:9])=[C:6]([CH3:12])[CH:5]=[CH:4][N:3]=1 |f:2.3,4.5|. Procedure: In a manner similar to that described for 2-chloro-3-pyridinecarboxamide in Example 13, the title compound (m.p. 168-170) was prepared in 64% yield from 4 g of ethyl 2-chloro-4-methyl-3-pyridinecarboxylate, 1 g of NH4Cl, 30 mL of concentrated aqueous ammonia, and 0.6 of Bu4NBr. Reactants: C(C)(=O)NC1=CC=C(C=C1)S(=O)(=O)Cl (4-Acetylaminobenzenesulphonylchloride), NCCN1CCCC1 (1-(2-aminoethyl)pyrrolidine). Run in O (water). Reaction conditions: time 9 hour. Yields the product [Cl-].C(C)(=O)NC1=CC=C(C=C1)S(=O)(=O)NCC[NH+]1CCCC1 (1-[2-(4-Acetylaminobenzenesulphonamido)ethyl]-pyrrolidinium chloride). Yield: 78.0%. Reaction SMILES: [C:1]([NH:4][C:5]1[CH:10]=[CH:9][C:8]([S:11]([Cl:14])(=[O:13])=[O:12])=[CH:7][CH:6]=1)(=[O:3])[CH3:2].[NH2:15][CH2:16][CH2:17][N:18]1[CH2:22][CH2:21][CH2:20][CH2:19]1>O>[Cl-:14].[C:1]([NH:4][C:5]1[CH:10]=[CH:9][C:8]([S:11]([NH:15][CH2:16][CH2:17][NH+:18]2[CH2:22][CH2:21][CH2:20][CH2:19]2)(=[O:13])=[O:12])=[CH:7][CH:6]=1)(=[O:3])[CH3:2] |f:3.4|. Reported procedure: 4-Acetylaminobenzenesulphonylchloride (21.9 g) was added in portions to a solution of 1-(2-aminoethyl)pyrrolidine (10.7 g, 0.9 mol) in water (250 ml). The mixture was stirred for 9 hours at room temperature. At the end of the reaction, the solution has pH 6-7. A portion of the mixture (165 ml) was removed and adjusted to pH 9.5. The precipitate from the mixture (4.9 g) was removed under suction and dissolved in ethyl acetate (170 ml). The solution was filtered and HCl gas was passed through. Pre... Reactants: ClCCl, CN1CCN(S(=O)(=O)c2ccc(-c3ccc(CC(NC(=O)C4(NC(=O)OC(C)(C)C)CCOCC4)C(N)=O)cc3)cc2)CC1. The product is CN1CCN(S(=O)(=O)c2ccc(-c3ccc(CC(C#N)NC(=O)C4(NC(=O)OC(C)(C)C)CCOCC4)cc3)cc2)CC1. Reaction SMILES: [Cl:45][CH2:46][Cl:47].[NH2:1][C:2]([CH:3]([CH2:4][c:5]1[cH:6][cH:7][c:8](-[c:11]2[cH:12][cH:13][c:14]([S:17](=[O:18])(=[O:19])[N:20]3[CH2:21][CH2:22][N:23]([CH3:26])[CH2:24][CH2:25]3)[cH:15][cH:16]2)[cH:9][cH:10]1)[NH:27][C:28](=[O:29])[C:30]1([NH:36][C:37]([O:38][C:39]([CH3:40])([CH3:41])[CH3:42])=[O:43])[CH2:31][CH2:32][O:33][CH2:34][CH2:35]1)=[O:44]>>[N:1]#[C:2][CH:3]([CH2:4][c:5]1[cH:6][cH:7][c:8](-[c:11]2[cH:12][cH:13][c:14]([S:17](=[O:18])(=[O:19])[N:20]3[CH2:21][CH2:22][N:23]([CH3:26])[CH2:24][CH2:25]3)[cH:15][cH:16]2)[cH:9][cH:10]1)[NH:27][C:28](=[O:29])[C:30]1([NH:36][C:37]([O:38][C:39]([CH3:40])([CH3:41])[CH3:42])=[O:43])[CH2:31][CH2:32][O:33][CH2:34][CH2:35]1. The reactants are CCN(CC)CCN1CCc2[nH]c(C=O)c(C)c2C1=O, O=CNc1cc(F)cc2c1NC(=O)C2. Product: CCN(CC)CCN1CCc2[nH]c(C=C3C(=O)Nc4c(NC=O)cc(F)cc43)c(C)c2C1=O. RXN SMILES: [CH2:1]([CH3:2])[N:3]([CH2:4][CH2:5][N:6]1[C:7](=[O:18])[c:8]2[c:9]([nH:12][c:13]([CH:16]=[O:17])[c:14]2[CH3:15])[CH2:10][CH2:11]1)[CH2:19][CH3:20].[F:21][c:22]1[cH:23][c:24]2[c:28]([c:29]([NH:31][CH:32]=[O:33])[cH:30]1)[NH:27][C:26](=[O:34])[CH2:25]2>>[CH2:1]([CH3:2])[N:3]([CH2:4][CH2:5][N:6]1[C:7](=[O:18])[c:8]2[c:9]([nH:12][c:13]([CH:16]=[C:25]3[c:24]4[cH:23][c:22]([F:21])[cH:30][c:29]([NH:31][CH:32]=[O:33])[c:28]4[NH:27][C:26]3=[O:34])[c:14]2[CH3:15])[CH2:10][CH2:11]1)[CH2:19][CH3:20]. Starting materials: [Cl-].O[NH3+] (hydroxylammonium chloride), C(O)([O-])=O.[Na+] (sodium hydrogen carbonate), CS(=O)C (dimethyl sulfoxide), C(CCC)C=1N=C(N(C(C1CC1=CC=C(C=C1)C1=C(C=CC=C1)C#N)=O)CC(=O)OCC)C (ethyl [4-butyl-5-[(2′-cyanobiphenyl-4-yl)methyl]-2-methyl-6-oxopyrimidin-1(6H)-yl]acetate). Solvent: C(C)(=O)OCC (ethyl acetate). Conditions: temperature 40 celsius, time 30 minute. The product is C(CCC)C=1N=C(N(C(C1CC1=CC=C(C=C1)C1=C(C=CC=C1)C1=NOC(N1)=O)=O)CC(=O)OCC)C (ethyl [4-butyl-2-methyl-6-oxo-5-{[2′-(5-oxo-4,5-dihydro-1,2,4-oxadiazol-3-yl)biphenyl-4-yl]methyl}pyrimidin-1(6H)-yl]acetate). Yield: 51.2%. As a reaction SMILES: [Cl-].O[NH3+:3].[C:4](=[O:7])([O-:6])O.[Na+].CS(C)=O.[CH2:13]([C:17]1[N:18]=[C:19]([CH3:45])[N:20]([CH2:39][C:40]([O:42][CH2:43][CH3:44])=[O:41])[C:21](=[O:38])[C:22]=1[CH2:23][C:24]1[CH:29]=[CH:28][C:27]([C:30]2[CH:35]=[CH:34][CH:33]=[CH:32][C:31]=2[C:36]#[N:37])=[CH:26][CH:25]=1)[CH2:14][CH2:15][CH3:16]>C(OCC)(=O)C>[CH2:13]([C:17]1[N:18]=[C:19]([CH3:45])[N:20]([CH2:39][C:40]([O:42][CH2:43][CH3:44])=[O:41])[C:21](=[O:38])[C:22]=1[CH2:23][C:24]1[CH:29]=[CH:28][C:27]([C:30]2[CH:35]=[CH:34][CH:33]=[CH:32][C:31]=2[C:36]2[NH:3][C:4](=[O:7])[O:6][N:37]=2)=[CH:26][CH:25]=1)[CH2:14][CH2:15][CH3:16] |f:0.1,2.3|. Procedure: A mixture of hydroxylammonium chloride (1.20 g), sodium hydrogen carbonate (1.90 g) and dimethyl sulfoxide (20 mL) was stirred at 40° C. for 30 min, ethyl [4-butyl-5-[(2′-cyanobiphenyl-4-yl)methyl]-2-methyl-6-oxopyrimidin-1(6H)-yl]acetate (0.50 g) was added, and the mixture was stirred at 90° C. for 16 hr. The reaction mixture was diluted with ethyl acetate, washed with water and then with saturated brine, and dried over anhydrous magnesium sulfate. The solvent was evaporated under reduced press...